Dataset: the Open Reaction Database (ORD), a public repository of structured organic reaction records. Task: describe an organic reaction: reactants, conditions, products, and yield Reactants: O=C([O-])[O-], ClCOCc1ccccc1, CN(C)C=O, [K+], [K+], Nc1nc(S)nc2c1nc(O)n2Cc1ccccc1. Reaction SMILES: [C:20](=[O:21])([O-:22])[O-:23].[CH2:26]([c:27]1[cH:28][cH:29][cH:30][cH:31][cH:32]1)[O:33][CH2:34][Cl:35].[CH3:36][N:37]([CH3:38])[CH:39]=[O:40].[K+:24].[K+:25].[NH2:1][c:2]1[c:3]2[n:4][c:5]([OH:19])[n:6]([CH2:12][c:13]3[cH:14][cH:15][cH:16][cH:17][cH:18]3)[c:7]2[n:8][c:9]([SH:11])[n:10]1>>[NH2:1][c:2]1[c:3]2[n:4][c:5]([OH:19])[n:6]([CH2:12][c:13]3[cH:14][cH:15][cH:16][cH:17][cH:18]3)[c:7]2[n:8][c:9]([S:11][CH2:34][O:33][CH2:26][c:27]2[cH:28][cH:29][cH:30][cH:31][cH:32]2)[n:10]1. Product: Nc1nc(SCOCc2ccccc2)nc2c1nc(O)n2Cc1ccccc1. The reactants are Intermediate 13, CC1CC(C(CC1)=O)CC(C=1SC=CN1)=O (4-methyl-2-[2-oxo-2-(1,3-thiazol-2-yl)ethyl]cyclohexanone), NC1=CC=C(C(=O)O)C=C1 (4-aminobenzoic acid). The product is CC1CC=2C=C(N(C2CC1)C1=CC=C(C(=O)O)C=C1)C=1SC=CN1 (4-[5-methyl-2-(1,3-thiazol-2-yl)-4,5,6,7-tetrahydro-1H-indol-1-yl]benzoic acid). Isolated yield 45.0%. RXN SMILES: [CH3:1][CH:2]1[CH2:7][CH2:6][C:5](=O)[CH:4]([CH2:9][C:10](=O)[C:11]2[S:12][CH:13]=[CH:14][N:15]=2)[CH2:3]1.[NH2:17][C:18]1[CH:26]=[CH:25][C:21]([C:22]([OH:24])=[O:23])=[CH:20][CH:19]=1>>[CH3:1][CH:2]1[CH2:7][CH2:6][C:5]2[N:17]([C:18]3[CH:26]=[CH:25][C:21]([C:22]([OH:24])=[O:23])=[CH:20][CH:19]=3)[C:10]([C:11]3[S:12][CH:13]=[CH:14][N:15]=3)=[CH:9][C:4]=2[CH2:3]1. Procedure: Following the general methods as outlined under Intermediate 13, starting from 4-methyl-2-[2-oxo-2-(1,3-thiazol-2-yl)ethyl]cyclohexanone and 4-aminobenzoic acid, the title compound was isolated in 45% yield (94% purity by HPLC). MS(ESI+): 339.5; MS(ESI−): 337.7. RXN SMILES: [Br:6][c:7]1[cH:8][c:9]([F:14])[c:10]([NH2:13])[cH:11][cH:12]1.[CH2:27]1[O:28][CH2:29][CH2:30][CH2:31]1.[CH3:1][CH2:2][CH2:3][CH2:4][Li:5].[Cl:15][c:16]1[c:17]([C:24](=[O:25])[OH:26])[cH:18][n:19]([CH3:23])[c:20](=[O:22])[cH:21]1>>[Br:6][c:7]1[cH:8][c:9]([F:14])[c:10]([NH:13][c:16]2[c:17]([C:24](=[O:25])[OH:26])[cH:18][n:19]([CH3:23])[c:20](=[O:22])[cH:21]2)[cH:11][cH:12]1. The reactants are Nc1ccc(Br)cc1F, C1CCOC1, [Li]CCCC, Cn1cc(C(=O)O)c(Cl)cc1=O. The product is Cn1cc(C(=O)O)c(Nc2ccc(Br)cc2F)cc1=O. Starting materials: N#Cc1c(N)sc2ccccc12, [Na+], O=C([O-])O, O=S(=O)(O)O. The product is NC(=O)c1c(N)sc2ccccc12. As a reaction SMILES: [NH2:1][c:2]1[c:3]([C:11]#[N:12])[c:4]2[c:5]([s:6]1)[cH:7][cH:8][cH:9][cH:10]2.[Na+:17].[O-:13][C:14]([OH:15])=[O:16].[S:18](=[O:19])(=[O:20])([OH:21])[OH:22]>>[NH2:1][c:2]1[c:3]([C:11]([NH2:12])=[O:13])[c:4]2[c:5]([s:6]1)[cH:7][cH:8][cH:9][cH:10]2.